Task: describe an organic reaction: reactants, conditions, products, and yield. Dataset: the Open Reaction Database (ORD), a public repository of structured organic reaction records Starting materials: ClCC1CN(Cc2ccccc2)CCO1, ClCC1CN(Cc2ccccc2)CCO1, O=C1Nc2ccccc2C12COc1cc3c(cc12)OCCO3, O=C1Nc2ccccc2C12COc1cc3c(cc12)OCCO3. Yields the product O=C1N(CC2CN(Cc3ccccc3)CCO2)c2ccccc2C12COc1cc3c(cc12)OCCO3. RXN SMILES: [CH2:16]([N:17]1[CH2:18][CH2:19][O:20][CH:21]([CH2:22][Cl:23])[CH2:24]1)[c:25]1[cH:26][cH:27][cH:28][cH:29][cH:30]1.[CH2:1]([c:2]1[cH:3][cH:4][cH:5][cH:6][cH:7]1)[N:8]1[CH2:9][CH:10]([CH2:14][Cl:15])[O:11][CH2:12][CH2:13]1.[NH:31]1[C:32](=[O:52])[C:33]2([CH2:34][O:35][c:36]3[cH:37][c:38]4[c:39]([cH:44][c:45]32)[O:40][CH2:41][CH2:42][O:43]4)[c:46]2[cH:47][cH:48][cH:49][cH:50][c:51]21.[NH:53]1[c:54]2[c:55]([cH:56][cH:57][cH:58][cH:59]2)[C:60]2([c:61]3[c:62]([cH:63][c:64]4[c:69]([cH:70]3)[O:68][CH2:67][CH2:66][O:65]4)[O:71][CH2:72]2)[C:73]1=[O:74]>>[CH2:1]([c:2]1[cH:3][cH:4][cH:5][cH:6][cH:7]1)[N:8]1[CH2:9][CH:10]([CH2:14][N:31]2[C:32](=[O:52])[C:33]3([CH2:34][O:35][c:36]4[cH:37][c:38]5[c:39]([cH:44][c:45]43)[O:40][CH2:41][CH2:42][O:43]5)[c:46]3[cH:47][cH:48][cH:49][cH:50][c:51]32)[O:11][CH2:12][CH2:13]1. Starting materials: ClC1=NC(=NC(=C1)C1=C(C=CC(=C1)Cl)OCC)N (4-chloro-6-(5-chloro-2-ethoxy-phenyl)-pyrimidin-2-ylamine), FC(C1=CC=C(C=C1)N)(F)F (4-trifluoromethyl-phenylamine). Product: ClC=1C=CC(=C(C1)C1=CC(=NC(=N1)N)NC1=CC=C(C=C1)C(F)(F)F)OCC (6-(5-Chloro-2-ethoxy-phenyl)-N*4*-(4-trifluoromethyl-phenyl)-pyrimidine-2,4-diamine). The yield is 78.0%. Reaction SMILES: Cl[C:2]1[CH:7]=[C:6]([C:8]2[CH:13]=[C:12]([Cl:14])[CH:11]=[CH:10][C:9]=2[O:15][CH2:16][CH3:17])[N:5]=[C:4]([NH2:18])[N:3]=1.[F:19][C:20]([F:29])([F:28])[C:21]1[CH:26]=[CH:25][C:24]([NH2:27])=[CH:23][CH:22]=1>>[Cl:14][C:12]1[CH:11]=[CH:10][C:9]([O:15][CH2:16][CH3:17])=[C:8]([C:6]2[N:5]=[C:4]([NH2:18])[N:3]=[C:2]([NH:27][C:24]3[CH:25]=[CH:26][C:21]([C:20]([F:19])([F:28])[F:29])=[CH:22][CH:23]=3)[CH:7]=2)[CH:13]=1. Procedure: Following the method described in Example 53, 4-chloro-6-(5-chloro-2-ethoxy-phenyl)-pyrimidin-2-ylamine and 4-trifluoromethyl-phenylamine provided the title compound (78% yield). 1H NMR (DMSO-d6) δ 1.40 (t, 3H, J=6.9 Hz, CH3), 4.15 (q, 2H, J=6.9 Hz, CH2), 6.45 (s, 2H, NH2), 6.84 (s, 1H, Ar), 7.16 (d, 1H, J=8.9 Hz, Ar), 7.43 (dd, 1H, J=8.8 Hz, 2.8 Hz, Ar), 7.61 (d, 2H, J=8.9 Hz, Ar), 7.93 (d, 1H, J=2.8 Hz, Ar), 7.99 (d, 2H, J=8.9 Hz), 9.59 (s, 1H, NH).